Task: describe an organic reaction: reactants, conditions, products, and yield. Dataset: the Open Reaction Database (ORD), a public repository of structured organic reaction records Reactants: C(C1=CC=CC=C1)OC1=C(C(=O)OC)C(=C(C(=N1)C=1C=C2C=CN(C2=CC1)C)CC)OCC1=CC=CC=C1 (methyl 2,4-bis(benzyloxy)-5-ethyl-6-(1-methyl-1H-indol-5-yl)nicotinate), ClS(=O)(=O)N=C=O (chlorosulfonyl isocyanate). Run in CN(C)C=O (DMF). Yields the product C(C1=CC=CC=C1)OC1=C(C(=O)OC)C(=C(C(=N1)C=1C=C2C(=CN(C2=CC1)C)C#N)CC)OCC1=CC=CC=C1 (methyl 2,4-bis(benzyloxy)-6-(3-cyano-1-methyl-1H-indol-5-yl)-5-ethylnicotinate). The yield is 79.1%. RXN SMILES: [CH2:1]([O:8][C:9]1[N:18]=[C:17]([C:19]2[CH:20]=[C:21]3[C:25](=[CH:26][CH:27]=2)[N:24]([CH3:28])[CH:23]=[CH:22]3)[C:16]([CH2:29][CH3:30])=[C:15]([O:31][CH2:32][C:33]2[CH:38]=[CH:37][CH:36]=[CH:35][CH:34]=2)[C:10]=1[C:11]([O:13][CH3:14])=[O:12])[C:2]1[CH:7]=[CH:6][CH:5]=[CH:4][CH:3]=1.ClS([N:43]=[C:44]=O)(=O)=O>CN(C=O)C>[CH2:1]([O:8][C:9]1[N:18]=[C:17]([C:19]2[CH:20]=[C:21]3[C:25](=[CH:26][CH:27]=2)[N:24]([CH3:28])[CH:23]=[C:22]3[C:44]#[N:43])[C:16]([CH2:29][CH3:30])=[C:15]([O:31][CH2:32][C:33]2[CH:34]=[CH:35][CH:36]=[CH:37][CH:38]=2)[C:10]=1[C:11]([O:13][CH3:14])=[O:12])[C:2]1[CH:7]=[CH:6][CH:5]=[CH:4][CH:3]=1. Procedure details: To a solution of methyl 2,4-bis(benzyloxy)-5-ethyl-6-(1-methyl-1H-indol-5-yl)nicotinate (880 mg, 1.74 mmol) in DMF (10 mL) was added chlorosulfonyl isocyanate (0.18 mL, 2.07 mmol, 1.2 eq) at 0° C. The reaction was monitored by LC-MS and starting material was completely consumed within 5 min. The reaction was quenched with water then extracted by CH2Cl2 (3×30 mL). The combined organic layers were dried over Na2SO4 and then concentrated to give a crude product which was purified by trituration wit... The reactants are Br.ClC1=C(C=C(C=C1)C1(N(C(SC1)=NC1=C(C=CC=C1)Cl)C)O)S(N(C)C)(=O)=O (4-(4-chloro-3-dimethylsulfamoylphenyl)-2-(2-chlorophenyl-imino)-3-methylthiazolidin-4-ol hydrobromide), O (water). The solvent is CO (methanol), C(C)N(CC)CC (triethylamine). Conditions: time 2 hour. Yields the product ClC1=C(C=C(C=C1)C=1N(C(SC1)=NC1=C(C=CC=C1)Cl)C)S(N(C)C)(=O)=O (4-(4-Chloro-3-dimethylsulfamoylphenyl)-2-(2-chlorophenylimino)-3-methyl-4-thiazoline). As a reaction SMILES: Br.[Cl:2][C:3]1[CH:8]=[CH:7][C:6]([C:9]2(O)[CH2:13][S:12][C:11](=[N:14][C:15]3[CH:20]=[CH:19][CH:18]=[CH:17][C:16]=3[Cl:21])[N:10]2[CH3:22])=[CH:5][C:4]=1[S:24](=[O:29])(=[O:28])[N:25]([CH3:27])[CH3:26].O>CO.C(N(CC)CC)C>[Cl:2][C:3]1[CH:8]=[CH:7][C:6]([C:9]2[N:10]([CH3:22])[C:11](=[N:14][C:15]3[CH:20]=[CH:19][CH:18]=[CH:17][C:16]=3[Cl:21])[S:12][CH:13]=2)=[CH:5][C:4]=1[S:24](=[O:29])(=[O:28])[N:25]([CH3:26])[CH3:27] |f:0.1|. Procedure: 10.8 g of 4-(4-chloro-3-dimethylsulfamoylphenyl)-2-(2-chlorophenyl-imino)-3-methylthiazolidin-4-ol hydrobromide are heated at the boil in a mixture of 100 ml of methanol and 10 ml of triethylamine for 30 minutes and the reaction mixture is then poured into an equal volume of water. The resulting mixture is stirred for about 2 hours at room temperature and the crystals are filtered off and recrystallized from ethanol. Melting point 153°-156° C. Starting materials: BrC1=CN(C2=CC(=CC=C12)O[Si](C)(C)C(C)(C)C)[Si](C)(C)C(C)(C)C (3-bromo-1-(tert-butyl-dimethyl-silanyl)-6-(tert-butyl-dimethyl-silanyloxy)-1H-indole), C(C)(C)(C)[Li] (tert-butyllithium), C(CC)I (propyl iodide). Product: C(C)(C)(C)[Si](N1C=C(C2=CC=C(C=C12)O[Si](C)(C)C(C)(C)C)CCC)(C)C (1-(tert-butyl-dimethyl-silanyl)-6-(tert-butyl-dimethyl-silanyloxy)-3-propyl-1H-indole). As a reaction SMILES: Br[C:2]1[C:10]2[C:5](=[CH:6][C:7]([O:11][Si:12]([C:15]([CH3:18])([CH3:17])[CH3:16])([CH3:14])[CH3:13])=[CH:8][CH:9]=2)[N:4]([Si:19]([C:22]([CH3:25])([CH3:24])[CH3:23])([CH3:21])[CH3:20])[CH:3]=1.[C:26]([Li])(C)([CH3:28])[CH3:27].C(I)CC>>[C:22]([Si:19]([CH3:21])([CH3:20])[N:4]1[C:5]2[C:10](=[CH:9][CH:8]=[C:7]([O:11][Si:12]([C:15]([CH3:18])([CH3:17])[CH3:16])([CH3:14])[CH3:13])[CH:6]=2)[C:2]([CH2:27][CH2:26][CH3:28])=[CH:3]1)([CH3:25])([CH3:24])[CH3:23]. Procedure: In analogy to the procedure described in example 21 b], 3-bromo-1-(tert-butyl-dimethyl-silanyl)-6-(tert-butyl-dimethyl-silanyloxy)-1H-indole (example 21 a]) was treated with tert-butyllithium and propyl iodide to yield 1-(tert-butyl-dimethyl-silanyl)-6-(tert-butyl-dimethyl-silanyloxy)-3-propyl-1H-indole as red liquid. The reactants are [H][H], N#Cc1cccc(C#N)c1, [Ni]. Product: N#Cc1cccc(CN)c1. RXN SMILES: [H:1][H:2].[N:3]#[C:4][c:5]1[cH:6][cH:7][cH:8][c:9]([C:11]#[N:12])[cH:10]1.[Ni:13]>>[N:3]#[C:4][c:5]1[cH:6][cH:7][cH:8][c:9]([CH2:11][NH2:12])[cH:10]1. Starting materials: COC1=CC=C(N(CCCC)CCCC)C=C1 (4-Methoxy-N,N-dibutylaniline). The solvent is Br (hydrobromic acid). Product: OC1=CC=C(N(CCCC)CCCC)C=C1 (4-hydroxy-N,N-dibutylaniline). RXN SMILES: C[O:2][C:3]1[CH:17]=[CH:16][C:6]([N:7]([CH2:12][CH2:13][CH2:14][CH3:15])[CH2:8][CH2:9][CH2:10][CH3:11])=[CH:5][CH:4]=1>Br>[OH:2][C:3]1[CH:17]=[CH:16][C:6]([N:7]([CH2:12][CH2:13][CH2:14][CH3:15])[CH2:8][CH2:9][CH2:10][CH3:11])=[CH:5][CH:4]=1. Procedure: 4-Methoxy-N,N-dibutylaniline (9.2 g) in 48% hydrobromic acid (50 mL) was heated under reflux for 2.5 hours and the acid then removed under reduced pressure. Addition of water and neutralization with solid sodium bicarbonate gave a precipitate which was filtered off, washed with water and recrystallized from methanol-ether to give 4-hydroxy-N,N-dibutylaniline. The reactants are ClC=1C=C2C=3C=CN=CC3NC2=C(C1F)[N+](=O)[O-] (6-chloro-7-fluoro-8-nitro-β-carboline), ClC=1C=C2C=3C=CN=CC3NC2=C(C1F)[N+](=O)[O-] (6-chloro-7-fluoro-8-nitro-β-carboline), CN(C)C=O (DMF), C[S-].[Na+] (sodium thiomethoxide). Solvent: O (H2O), O (water). Conditions: temperature 0 celsius, time 1 hour. Yields the product ClC=1C=C2C=3C=CN=CC3NC2=C(C1SC)[N+](=O)[O-] (6-chloro-7-methylsulfanyl-8-nitro-9H-β-carboline). The yield is 91.8%. As a reaction SMILES: [Cl:1][C:2]1[CH:3]=[C:4]2[C:12](=[C:13]([N+:16]([O-:18])=[O:17])[C:14]=1F)[NH:11][C:10]1[CH:9]=[N:8][CH:7]=[CH:6][C:5]2=1.CN(C=O)C.[CH3:24][S-:25].[Na+]>O>[Cl:1][C:2]1[CH:3]=[C:4]2[C:12](=[C:13]([N+:16]([O-:18])=[O:17])[C:14]=1[S:25][CH3:24])[NH:11][C:10]1[CH:9]=[N:8][CH:7]=[CH:6][C:5]2=1 |f:2.3|. Procedure details: A 250 ml round-bottom flask with magnetic stirrer was charged with 6-chloro-7-fluoro-8-nitro-β-carboline (Intermediate 5, 3.959 g, 14.9 mmol) and 100 ml anhydrous DMF. The resulting orange mixture was cooled to 0° C. (ice and water bath) and sodium thiomethoxide (1.809 g, 25.8 mmol) in powder form was added slowly thereto. The reaction mixture was stirred for 1 hr at 0° C., warmed to RT, and added slowly to a stirring mixture of 4:1 H2O/saturated aqueous sodium bicarbonate (500 ml). The precipit... Starting materials: ClCCl, CCOC(=O)C(CSC(C)=O)Cc1ccc(NC(=O)OC(C)(C)C)nc1, O=C(O)C(F)(F)F. Product: CCOC(=O)C(CSC(C)=O)Cc1ccc(N)nc1. As a reaction SMILES: [CH2:34]([Cl:35])[Cl:36].[CH2:8]([CH3:9])[O:10][C:11]([CH:12]([CH2:13][c:14]1[cH:15][n:16][c:17]([NH:20][C:21]([O:22][C:23]([CH3:24])([CH3:25])[CH3:26])=[O:27])[cH:18][cH:19]1)[CH2:28][S:29][C:30]([CH3:31])=[O:32])=[O:33].[F:1][C:2]([F:3])([F:4])[C:5]([OH:6])=[O:7]>>[CH2:8]([CH3:9])[O:10][C:11]([CH:12]([CH2:13][c:14]1[cH:15][n:16][c:17]([NH2:20])[cH:18][cH:19]1)[CH2:28][S:29][C:30]([CH3:31])=[O:32])=[O:33].